From a dataset of the Open Reaction Database (ORD), a public repository of structured organic reaction records. describe an organic reaction: reactants, conditions, products, and yield Starting materials: CS(=O)(=O)Cl (methanesulfonyl chloride), C(C1=CC=CC=C1)N (benzylamine), CS(=O)(=O)Cl (methanesulfonyl chloride). Solvent: O (water), C(Cl)Cl (methylene chloride). The product is C(C1=CC=CC=C1)NS(=O)(=O)C (N-Benzylmethanesulfonamide). As a reaction SMILES: [CH2:1]([NH2:8])[C:2]1[CH:7]=[CH:6][CH:5]=[CH:4][CH:3]=1.[CH3:9][S:10](Cl)(=[O:12])=[O:11]>C(Cl)Cl.O>[CH2:1]([NH:8][S:10]([CH3:9])(=[O:12])=[O:11])[C:2]1[CH:7]=[CH:6][CH:5]=[CH:4][CH:3]=1. Procedure: 18.27 g of benzylamine were dissolved in 100 ml of methylene chloride and, while cooling with ice, 6.00 ml of methanesulfonyl chloride were very slowly added dropwise. On completion of addition of the methanesulfonyl chloride, the reaction solution was diluted with 100 ml of water, and the aqueous phase was extracted again with 50 ml of methylene chloride. The combined organic phases were washed with 1 N aqueous hydrochloric acid, dried over MgSO4 and concentrated by rotary evaporation. This gav... The reactants are Fc1cc(CBr)ccc1-c1nc2ccccc2o1, CO, N#C[Na]. The product is N#CCc1ccc(-c2nc3ccccc3o2)c(F)c1. As a reaction SMILES: [Br:1][CH2:2][c:3]1[cH:4][c:5]([F:18])[c:6](-[c:9]2[o:10][c:11]3[c:12]([n:13]2)[cH:14][cH:15][cH:16][cH:17]3)[cH:7][cH:8]1.[CH3:22][OH:23].[Na:19][C:20]#[N:21]>>[CH2:2]([c:3]1[cH:4][c:5]([F:18])[c:6](-[c:9]2[o:10][c:11]3[c:12]([n:13]2)[cH:14][cH:15][cH:16][cH:17]3)[cH:7][cH:8]1)[C:20]#[N:21]. The reactants are ClC1=CC=C(C=C1)C=1C=CC(=NC1)C#CC1=CC=C(OCCNCC2CC2)C=C1 ((2-{4-[5-(4-chlorophenyl)pyridin-2-ylethynyl]phenoxy}ethyl)cyclopropylmethylamine), C1(CCCC1)=O (cyclopentanone), C1(CCCC1)=O (cyclopentanone), C(C)(=O)O[BH-](OC(C)=O)OC(C)=O.[Na+] (sodium triacetoxyborohydride), C(C)(=O)O[BH-](OC(C)=O)OC(C)=O.[Na+] (sodium triacetoxyborohydride), C([O-])([O-])=O.[K+].[K+] (potassium carbonate). Reagents/catalysts: CC(=O)O (AcOH). The solvent is C1CCOC1 (THF), O (water). Run at time 15 minute. The product is ClC1=CC=C(C=C1)C=1C=CC(=NC1)C#CC1=CC=C(OCCN(CC2CC2)C2CCCC2)C=C1 ((2-{4-[5-(4-chlorophenyl)pyridin-2-ylethynyl]phenoxy}ethyl)cyclopentylcyclopropylmethylamine). As a reaction SMILES: [Cl:1][C:2]1[CH:7]=[CH:6][C:5]([C:8]2[CH:9]=[CH:10][C:11]([C:14]#[C:15][C:16]3[CH:29]=[CH:28][C:19]([O:20][CH2:21][CH2:22][NH:23][CH2:24][CH:25]4[CH2:27][CH2:26]4)=[CH:18][CH:17]=3)=[N:12][CH:13]=2)=[CH:4][CH:3]=1.[C:30]1(=O)[CH2:34][CH2:33][CH2:32][CH2:31]1.C(O[BH-](OC(=O)C)OC(=O)C)(=O)C.[Na+].C(=O)([O-])[O-].[K+].[K+]>CC(O)=O.C1COCC1.O>[Cl:1][C:2]1[CH:3]=[CH:4][C:5]([C:8]2[CH:9]=[CH:10][C:11]([C:14]#[C:15][C:16]3[CH:17]=[CH:18][C:19]([O:20][CH2:21][CH2:22][N:23]([CH:30]4[CH2:34][CH2:33][CH2:32][CH2:31]4)[CH2:24][CH:25]4[CH2:27][CH2:26]4)=[CH:28][CH:29]=3)=[N:12][CH:13]=2)=[CH:6][CH:7]=1 |f:2.3,4.5.6|. Procedure: A mixture of 80.6 mg (0.20 mmol) of (2-{4-[5-(4-chlorophenyl)pyridin-2-ylethynyl]phenoxy}ethyl)cyclopropylmethylamine, 35 μL (0.40 mmol) of cyclopentanone, and one drop of AcOH in 10 mL of THF was stirred for 15 minutes. 169.5 mg (0.80 mmol) of sodium triacetoxyborohydride was added and the mixture was stirred for 24 hours at RT. A further 17.5 μL of cyclopentanone and 85 mg of sodium triacetoxyborohydride were added and the mixture was again stirred for 24 hours at RT. The reaction mixture was ... Reactants: CC(C)CC(NC(=O)c1ccc(C2CCOC2)c(OCC2CC2)n1)C(N)=O, O=C(O)c1ccc(C2CCOC2)c(OCC2CC2)n1, O=C(O)c1ccc(C2CCCO2)c(OCC2CC2)n1, CC(C)CC(N)C(N)=O. Product: CC(C)CC(NC(=O)c1ccc(C2CCCO2)c(OCC2CC2)n1)C(N)=O. As a reaction SMILES: [C:39]([NH2:40])(=[O:41])[CH:42]([CH2:43][CH:44]([CH3:45])[CH3:46])[NH:47][C:48]([c:49]1[cH:50][cH:51][c:52]([CH:53]2[CH2:54][CH2:55][O:56][CH2:57]2)[c:58]([O:59][CH2:60][CH:61]2[CH2:62][CH2:63]2)[n:64]1)=[O:65].[CH:1]1([CH2:2][O:3][c:4]2[n:5][c:6]([C:7]([OH:8])=[O:9])[cH:10][cH:11][c:12]2[CH:13]2[CH2:14][CH2:15][O:16][CH2:17]2)[CH2:18][CH2:19]1.[CH:20]1([CH2:23][O:24][c:25]2[c:26]([CH:34]3[O:35][CH2:36][CH2:37][CH2:38]3)[cH:27][cH:28][c:29]([C:31](=[O:32])[OH:33])[n:30]2)[CH2:21][CH2:22]1.[NH2:66][CH:67]([CH2:68][CH:69]([CH3:70])[CH3:71])[C:72]([NH2:73])=[O:74]>>[CH:20]1([CH2:23][O:24][c:25]2[c:26]([CH:34]3[O:35][CH2:36][CH2:37][CH2:38]3)[cH:27][cH:28][c:29]([C:31](=[O:33])[NH:47][CH:42]([C:39]([NH2:40])=[O:41])[CH2:43][CH:44]([CH3:45])[CH3:46])[n:30]2)[CH2:21][CH2:22]1. Run at time 30 minute. RXN SMILES: [N+:1]([C:4]1[CH:10]=[CH:9][C:8]([SH:11])=[CH:7][C:5]=1[NH2:6])([O-:3])=[O:2].CN(C=O)C.[H-].[Na+].Cl[CH2:20][S:21][C:22]#[N:23]>O>[NH2:6][C:5]1[CH:7]=[C:8]([S:11][CH2:20][S:21][C:22]#[N:23])[CH:9]=[CH:10][C:4]=1[N+:1]([O-:3])=[O:2] |f:2.3|. Reactants: [N+](=O)([O-])C1=C(N)C=C(C=C1)S (2-nitro-5-mercaptoaniline), ClCSC#N (chloromethylthiocyanate), CN(C)C=O (DMF), [H-].[Na+] (sodium hydride). Product: NC1=C(C=CC(=C1)SCSC#N)[N+](=O)[O-] (1-amino-2-nitro-5-(thiocyanatomethylthio)benzene). Run in O (water). Reported procedure: A solution of 3.4 g. of 2-nitro-5-mercaptoaniline in 20 ml. of DMF is treated with 0.5 g. of 100% sodium hydride, and 2.2 g. of chloromethylthiocyanate is added to the solution. After 30 minutes at 20°-25° C., the solution is diluted with water and extracted with chloroform. Removal of the chloroform leaves 1-amino-2-nitro-5-(thiocyanatomethylthio)benzene. Reactants: S1C2=C(C=C1C(=O)N)C=CC=C2 (2-benzo[b]thiophenecarboxamide), ClCC(=O)CCl (1,3-dichloroacetone). The product is S1C2=C(C=C1C=1OC=C(N1)CCl)C=CC=C2 (2-(2-benzo[b]thienyl)-4-chloromethyloxazole). Yield: 33.0%. Reaction SMILES: [S:1]1[C:5]([C:6]([NH2:8])=[O:7])=[CH:4][C:3]2[CH:9]=[CH:10][CH:11]=[CH:12][C:2]1=2.[Cl:13][CH2:14][C:15]([CH2:17]Cl)=O>>[S:1]1[C:5]([C:6]2[O:7][CH:17]=[C:15]([CH2:14][Cl:13])[N:8]=2)=[CH:4][C:3]2[CH:9]=[CH:10][CH:11]=[CH:12][C:2]1=2. Procedure details: In substantially the same manner as in Reference Example 31, 2-benzo[b]thiophenecarboxamide was allowed to react with 1,3-dichloroacetone to give 2-(2-benzo[b]thienyl)-4-chloromethyloxazole. The yield was 33%. Recrystallization from ethyl acetate-hexane gave colorless prisms, mp 150-151° C. Starting materials: C1CCOC1, O=S(=O)(Cl)c1ccc(Cl)s1, NC(C(=O)O)C1CCC(F)(F)CC1, [Na+], [OH-]. The product is O=C(O)C(NS(=O)(=O)c1ccc(Cl)s1)C1CCC(F)(F)CC1. Reaction SMILES: [CH2:26]1[O:27][CH2:28][CH2:29][CH2:30]1.[Cl:14][c:15]1[cH:16][cH:17][c:18]([S:20](=[O:21])(=[O:22])[Cl:23])[s:19]1.[NH2:1][CH:2]([C:3](=[O:4])[OH:5])[CH:6]1[CH2:7][CH2:8][C:9]([F:12])([F:13])[CH2:10][CH2:11]1.[Na+:25].[OH-:24]>>[NH:1]([CH:2]([C:3](=[O:4])[OH:5])[CH:6]1[CH2:7][CH2:8][C:9]([F:12])([F:13])[CH2:10][CH2:11]1)[S:20]([c:18]1[cH:17][cH:16][c:15]([Cl:14])[s:19]1)(=[O:21])=[O:22]. Starting materials: Amidine, ClP(C1=CC=CC=C1)C1=CC=CC=C1 (chlorodiphenylphosphine), C(C)(C)(C)C1=CC=C(C(=N)NC2=C(C=CC=C2)C(C)(C)C)C=C1 (4-tert-butyl-N1-(2-tert-butylphenyl)benzamidine), C(CCC)[Li] (butyllithium). The product is C(C)(C)(C)C1=CC=C(C(=NP(C2=CC=CC=C2)C2=CC=CC=C2)NC2=C(C=CC=C2)C(C)(C)C)C=C1 (4-tert-butyl-N1-(2-tert-butylphenyl)-N2-(diphenylphosphino)-benzamidine). Reaction SMILES: [C:1]([C:5]1[CH:23]=[CH:22][C:8]([C:9]([NH:11][C:12]2[CH:17]=[CH:16][CH:15]=[CH:14][C:13]=2[C:18]([CH3:21])([CH3:20])[CH3:19])=[NH:10])=[CH:7][CH:6]=1)([CH3:4])([CH3:3])[CH3:2].C([Li])CCC.Cl[P:30]([C:37]1[CH:42]=[CH:41][CH:40]=[CH:39][CH:38]=1)[C:31]1[CH:36]=[CH:35][CH:34]=[CH:33][CH:32]=1>>[C:1]([C:5]1[CH:23]=[CH:22][C:8]([C:9]([NH:11][C:12]2[CH:17]=[CH:16][CH:15]=[CH:14][C:13]=2[C:18]([CH3:21])([CH3:20])[CH3:19])=[N:10][P:30]([C:37]2[CH:38]=[CH:39][CH:40]=[CH:41][CH:42]=2)[C:31]2[CH:36]=[CH:35][CH:34]=[CH:33][CH:32]=2)=[CH:7][CH:6]=1)([CH3:4])([CH3:2])[CH3:3]. Procedure details: Procedure as described for NP Amidine I using the following amounts: 1.54 g of 4-tert-butyl-N1-(2-tert-butylphenyl)benzamidine (Amidine VII, 5.0 mmol), 2.50 mL of 2.0 M butyllithium (5.0 mmol), 0.93 mL chlorodiphenylphosphine (5.0 mmol). After filtration to remove lithium chloride and removal of solvent, a yellow solid was collected and dried (2.31 g, 94%). Starting materials: N1=CC=CC=C1 (pyridine), ClC1=CC=C(C=C1)CCC(CF)=O (4-(4-chloro-phenyl)-1-fluoro-butan-2-one), Cl.CON (methoxyamine hydrochloride). The solvent is Cl (hydrochloric acid), CO (methanol). Reaction conditions: temperature 23 celsius, time 16 hour. The product is CON=C(CF)CCC1=CC=C(C=C1)Cl (4-(4-chloro-phenyl)-1-fluoro-butan-2-one O-methyl-oxime). The yield is 91.3%. As a reaction SMILES: [Cl:1][C:2]1[CH:7]=[CH:6][C:5]([CH2:8][CH2:9][C:10](=O)[CH2:11][F:12])=[CH:4][CH:3]=1.N1C=CC=CC=1.Cl.[CH3:21][O:22][NH2:23]>CO.Cl>[CH3:21][O:22][N:23]=[C:10]([CH2:9][CH2:8][C:5]1[CH:6]=[CH:7][C:2]([Cl:1])=[CH:3][CH:4]=1)[CH2:11][F:12] |f:2.3|. Procedure: To a stirred suspension of 4-(4-chloro-phenyl)-1-fluoro-butan-2-one (0.13 g; 0.62 mmol) in methanol (1.3 ml) was added pyridine (80 μl; 0.99 mmol) followed by a portion wise addition of methoxyamine hydrochloride (78 mg; 0.93 mmol). The reaction mixture was stirred for 16 h at 23° C. The mixture was poured in 1 N hydrochloric acid (5 ml), extracted with dichloromethane (3×3 ml) and dried over sodium sulfate. The solvent was removed in vacuo to afford 0.13 g (94% of theory) of 4-(4-chloro-phenyl)...